This data is from the Open Reaction Database (ORD), a public repository of structured organic reaction records. The task is: describe an organic reaction: reactants, conditions, products, and yield Procedure details: To a solution of carbon tetrabromide (27.0 g) in methylene chloride (27 mL) was added dropwise a solution of triphenylphosphine (42.8 g) in methylene chloride (85 mL) at ice temperature. The mixture was stirred at ice temperature for 20 min., and then to the mixture was added dropwise a solution of 3-(2-ethylbutyl)cyclobutanecarbaldehyde in methylene chloride at ice temperature. After stirring at ice temperature for 40 min., saturated aqueous sodium bicarbonate (250 mL) was added dropwise to the... Run in C(Cl)Cl (methylene chloride), C(Cl)Cl (methylene chloride), C(Cl)Cl (methylene chloride). Run at time 20 minute. Reactants: C(C)C(CC1CC(C1)C=O)CC (3-(2-ethylbutyl)cyclobutanecarbaldehyde), C(Br)(Br)(Br)Br (carbon tetrabromide), C1(=CC=CC=C1)P(C1=CC=CC=C1)C1=CC=CC=C1 (triphenylphosphine), C([O-])(O)=O.[Na+] (sodium bicarbonate). RXN SMILES: [C:1]([Br:5])(Br)(Br)[Br:2].C1(P(C2C=CC=CC=2)C2C=CC=CC=2)C=CC=CC=1.[CH2:25]([CH:27]([CH2:35][CH3:36])[CH2:28][CH:29]1[CH2:32][CH:31]([CH:33]=O)[CH2:30]1)[CH3:26].C(=O)(O)[O-].[Na+]>C(Cl)Cl>[Br:2][C:1]([Br:5])=[CH:33][CH:31]1[CH2:32][CH:29]([CH2:28][CH:27]([CH2:25][CH3:26])[CH2:35][CH3:36])[CH2:30]1 |f:3.4|. The product is BrC(=CC1CC(C1)CC(CC)CC)Br (1-(2,2-Dibromovinyl)-3-(2-ethylbutyl)cyclobutane). The reactants are BrC=1C=C(C(=O)O)C=C(C1OC1=CC(=C(C=C1)OC)C(C)C)Br (3,5-Dibromo-4-(4-methoxy-3-isopropylphenoxy)benzoic acid), NC1=C(C=CC=C1)S(=O)(=O)N (2-aminobenzenesulphonamide). Product: BrC=1C=CC=C(C1OC1=CC(=C(C=C1)O)C(C)C)Br.NC1=C(C=CC=C1)S(=O)(=O)N (3,5-Dibromo-4-(4-hydroxy-3-isopropylphenoxy)benzol 2-aminobenzenesulphonamide). Isolated yield 56.3%. RXN SMILES: [Br:1][C:2]1[CH:3]=[C:4]([CH:8]=[C:9]([Br:23])[C:10]=1[O:11][C:12]1[CH:17]=[CH:16][C:15]([O:18]C)=[C:14]([CH:20]([CH3:22])[CH3:21])[CH:13]=1)C(O)=O.[NH2:24][C:25]1[CH:30]=[CH:29][CH:28]=[CH:27][C:26]=1[S:31]([NH2:34])(=[O:33])=[O:32]>>[Br:1][C:2]1[CH:3]=[CH:4][CH:8]=[C:9]([Br:23])[C:10]=1[O:11][C:12]1[CH:17]=[CH:16][C:15]([OH:18])=[C:14]([CH:20]([CH3:21])[CH3:22])[CH:13]=1.[NH2:24][C:25]1[CH:30]=[CH:29][CH:28]=[CH:27][C:26]=1[S:31]([NH2:34])(=[O:32])=[O:33] |f:2.3|. Procedure details: 3,5-Dibromo-4-(4-methoxy-3-isopropylphenoxy)benzoic acid (0.035 mmol) was coupled with 2-aminobenzenesulphonamide (0.175 mmol) using the method described in Example 58. Purification on HPLC of the residue gave 11 mg (54%) of the title compound.